Task: describe an organic reaction: reactants, conditions, products, and yield. Dataset: the Open Reaction Database (ORD), a public repository of structured organic reaction records Starting materials: [N+](=O)([O-])C1=C(C=CC=C1)C (o-nitrotoluene), C(C)OC(N(C)C)OCC (N,N-dimethylformamide diethyl acetal). Product: CN(\C=C\C1=C(C=CC=C1)[N+](=O)[O-])C (trans-β-dimethylamino-2-nitrostyrene). Reaction SMILES: [N+:1]([C:4]1[CH:9]=[CH:8][CH:7]=[CH:6][C:5]=1[CH3:10])([O-:3])=[O:2].C(O[CH:14](OCC)[N:15]([CH3:17])[CH3:16])C>>[CH3:14][N:15]([CH3:17])/[CH:16]=[CH:10]/[C:5]1[CH:6]=[CH:7][CH:8]=[CH:9][C:4]=1[N+:1]([O-:3])=[O:2]. Reported procedure: A solution of 27.4 g. of o-nitrotoluene and 31.2 g. of 95% N,N-dimethylformamide diethyl acetal was heated under a nitrogen atmosphere in a 165° oil bath for 22 hours with continuous distillation of the ethanol formed in the reaction through a distillation head and descending condenser. Starting materials: C1(=CC=CC2=CC=CC=C12)OCCCCN1C(OCC1=O)=O (3-[4-(1-naphthalenyl-oxy)butyl]-1,3-oxazolidine-2,4-dione), N (ammonia). Run in O1CCCC1 (tetrahydrofuran), solution, CO (methanol). Product: C1(=CC=CC2=CC=CC=C12)OCCCCNC(OCC(=O)N)=O (2-amino-2-oxoethyl [4-(1-naphthalenyl-oxy)butyl]carbamate). Yield: 46.2%. Reaction SMILES: [C:1]1([O:11][CH2:12][CH2:13][CH2:14][CH2:15][N:16]2[C:20](=[O:21])[CH2:19][O:18][C:17]2=[O:22])[C:10]2[C:5](=[CH:6][CH:7]=[CH:8][CH:9]=2)[CH:4]=[CH:3][CH:2]=1.[NH3:23]>O1CCCC1.CO>[C:1]1([O:11][CH2:12][CH2:13][CH2:14][CH2:15][NH:16][C:17](=[O:22])[O:18][CH2:19][C:20]([NH2:23])=[O:21])[C:10]2[C:5](=[CH:6][CH:7]=[CH:8][CH:9]=2)[CH:4]=[CH:3][CH:2]=1. Reported procedure: 1.50 g (5.0 mmol) of 3-[4-(1-naphthalenyl-oxy)butyl]-1,3-oxazolidine-2,4-dione, prepared in Step 3.1., are dissolved in a mixture of 10 ml of tetrahydrofuran and 28 ml of a 7N solution of ammonia (200 mmol) in methanol. The solution is left to react overnight at ambient temperature and then evaporated to dryness. The product is purified by chromatography on silica gel, eluting with a 97/3 mixture of dichloromethane and methanol. It is recrystallized from ethyl acetate and then washed with diethy... Starting materials: CCOC(C)=O, CC(=O)O, CC(C)c1cccc(C(C)C)c1O, O=[N+]([O-])O. Yields the product CC(C)c1cc([N+](=O)[O-])cc(C(C)C)c1O. RXN SMILES: [CH3:18][CH2:19][O:20][C:21](=[O:22])[CH3:23].[CH3:24][C:25](=[O:26])[OH:27].[CH:5]([CH3:6])([CH3:7])[c:8]1[c:9]([OH:17])[c:10]([CH:14]([CH3:15])[CH3:16])[cH:11][cH:12][cH:13]1.[OH:1][N+:2]([O-:3])=[O:4]>>[O-:1][N+:2](=[O:4])[c:12]1[cH:11][c:10]([CH:14]([CH3:15])[CH3:16])[c:9]([OH:17])[c:8]([CH:5]([CH3:6])[CH3:7])[cH:13]1. The reactants are OCC=1SC=CC1S(=O)(=O)N(C=1C=CC=C2C=C(NC12)C=1SC=CN1)C (2-(hydroxymethyl)-N-methyl-N-[2-(1,3-thiazol-2-yl)-1H-indol-7-yl]thiophene-3-sulfonamide), CC(=O)OI1(C=2C=CC=CC2C(=O)O1)(OC(=O)C)OC(=O)C (Dess-Martin reagent), C(O)([O-])=O.[Na+] (sodium hydrogencarbonate). The solvent is C(C)#N (acetonitrile). Reaction conditions: time 16 hour. Product: C(=O)C=1SC=CC1S(=O)(=O)N(C=1C=CC=C2C=C(NC12)C=1SC=CN1)C (2-Formyl-N-methyl-N-[2-(1,3-thiazol-2-yl)-1H-indol-7-yl]thiophene-3-sulfonamide). Isolated yield 45.4%. As a reaction SMILES: [OH:1][CH2:2][C:3]1[S:4][CH:5]=[CH:6][C:7]=1[S:8]([N:11]([CH3:26])[C:12]1[CH:13]=[CH:14][CH:15]=[C:16]2[C:20]=1[NH:19][C:18]([C:21]1[S:22][CH:23]=[CH:24][N:25]=1)=[CH:17]2)(=[O:10])=[O:9].CC(OI1(OC(C)=O)(OC(C)=O)OC(=O)C2C=CC=CC1=2)=O.C(=O)([O-])O.[Na+]>C(#N)C>[CH:2]([C:3]1[S:4][CH:5]=[CH:6][C:7]=1[S:8]([N:11]([CH3:26])[C:12]1[CH:13]=[CH:14][CH:15]=[C:16]2[C:20]=1[NH:19][C:18]([C:21]1[S:22][CH:23]=[CH:24][N:25]=1)=[CH:17]2)(=[O:10])=[O:9])=[O:1] |f:2.3|. Procedure details: To a solution of 2-(hydroxymethyl)-N-methyl-N-[2-(1,3-thiazol-2-yl)-1H-indol-7-yl]thiophene-3-sulfonamide (1.75 g) in acetonitrile (50 mL) was added Dess-Martin reagent (2.1 g). The reaction mixture was stirred at room temperature for 16 hr. Saturated aqueous sodium hydrogencarbonate solution was added, and the mixture was extracted with ethyl acetate. The ethyl acetate layer was washed with saturated brine, dried (MgSO4) and concentrated. The residue was subjected to silica gel column chromatog... The reactants are O=S(=O)([O-])c1ccc(OCc2ccccc2)cc1, [Na], CN(C)C=O, O=S(Cl)Cl. The product is O=S(=O)(Cl)c1ccc(OCc2ccccc2)cc1. Reaction SMILES: [CH2:1]([c:2]1[cH:3][cH:4][cH:5][cH:6][cH:7]1)[O:8][c:9]1[cH:10][cH:11][c:12]([S:15](=[O:16])(=[O:17])[O-:18])[cH:13][cH:14]1.[Na:19].[O:24]=[CH:25][N:26]([CH3:27])[CH3:28].[S:20]([Cl:21])([Cl:22])=[O:23]>>[CH2:1]([c:2]1[cH:3][cH:4][cH:5][cH:6][cH:7]1)[O:8][c:9]1[cH:10][cH:11][c:12]([S:15](=[O:16])(=[O:18])[Cl:22])[cH:13][cH:14]1. Reactants: CN, O, OCCC#Cc1cccnc1. Yields the product CNCCC#Cc1cccnc1. Reaction SMILES: [CH3:1][NH2:2].[OH2:14].[n:3]1[cH:4][c:5]([C:9]#[C:10][CH2:11][CH2:12][OH:13])[cH:6][cH:7][cH:8]1>>[CH3:1][NH:2][CH2:12][CH2:11][C:10]#[C:9][c:5]1[cH:4][n:3][cH:8][cH:7][cH:6]1. Reactants: NC=1C2=C(N=C(N1)N/N=C(\CCC(C(F)(F)F)(F)F)/C1=C(C=CC(=C1)Cl)Br)NC(C2(C2=CC=CC=C2)C)=O (4-amino-2-{(2E)-2-[1-(2-bromo-5-chlorophenyl)-4,4,5,5,5-pentafluoropentylidene]hydrazinyl}-5-methyl-5-phenyl-5,7-dihydro-6H-pyrrolo[2,3-d]pyrimidin-6-one), N,N′-dimethylaminocyclohexane. The reagents and catalysts are [Cu]I (copper (I) iodide). Solvent: CN(C)C=O (DMF), CN(C)C=O (DMF). The product is NC=1C2=C(N=C(N1)N1N=C(C3=CC(=CC=C13)Cl)CCC(C(F)(F)F)(F)F)NC(C2(C2=CC=CC=C2)C)=O (4-amino-2-[5-chloro-3-(3,3,4,4,4-pentafluorobutyl)-1H-indazol-1-yl]-5-methyl-5-phenyl-5,7-dihydro-6H-pyrrolo[2,3-d]pyrimidin-6-one). Reaction SMILES: [NH2:1][C:2]1[C:3]2[C:30]([CH3:37])([C:31]3[CH:36]=[CH:35][CH:34]=[CH:33][CH:32]=3)[C:29](=[O:38])[NH:28][C:4]=2[N:5]=[C:6]([NH:8]/[N:9]=[C:10](/[C:20]2[CH:25]=[C:24]([Cl:26])[CH:23]=[CH:22][C:21]=2Br)\[CH2:11][CH2:12][C:13]([F:19])([F:18])[C:14]([F:17])([F:16])[F:15])[N:7]=1>[Cu]I.CN(C=O)C>[NH2:1][C:2]1[C:3]2[C:30]([CH3:37])([C:31]3[CH:36]=[CH:35][CH:34]=[CH:33][CH:32]=3)[C:29](=[O:38])[NH:28][C:4]=2[N:5]=[C:6]([N:8]2[C:21]3[C:20](=[CH:25][C:24]([Cl:26])=[CH:23][CH:22]=3)[C:10]([CH2:11][CH2:12][C:13]([F:19])([F:18])[C:14]([F:17])([F:16])[F:15])=[N:9]2)[N:7]=1. Procedure: A DMF (2 mL) solution of the crude intermediate from Step D (73 mg, 0.12 mmol), copper (I) iodide (23 mg, 0.12 mmol) and N,N′-dimethylaminocyclohexane (17 mg, 0.12 mmol) was stirred at room temperature for 30 minutes. The DMF reaction mixture was filtered and purified by reverse phase HPLC using a water/acetonitrile (with 0.1% TFA) gradient to give the indicated compound. 1H NMR (500 MHz, CH3CN-d3): δ 9.17 (s, 1H); 8.83-8.78 (m, 1H); 7.84 (d, T=3.7 Hz, 1H); 7.54-7.49 (m, 1H); 7.38-7.28 (m, 5H); ... The reactants are C(CCC)C=1N(C(N(N1)C1=C(C=CC(=C1)[N+](=O)[O-])Cl)=O)CC1=CC=C(C=C1)C1=C(C=CC(=C1)CC)S(N)(=O)=O (5-n-butyl-2-[2-chloro-5-nitrophenyl]-2,4-dihydro-4-[(2'-sulfamoyl-5'-ethylbiphenyl-4-yl)methyl]-3H-1,2,4-triazol-3-one), ClC1=C(C(=O)O)C=CC=C1 (2-chlorobenzoic acid), C1=CN(C=N1)C(=O)N2C=CN=C2 (CDI), C1CCC2=NCCCN2CC1 (DBU). Product: C(CCC)C=1N(C(N(N1)C1=C(C=CC(=C1)[N+](=O)[O-])Cl)=O)CC1=CC=C(C=C1)C1=C(C=CC(=C1)CC)S(NC(C1=C(C=CC=C1)Cl)=O)(=O)=O (5-n-Butyl-4-[[2'-[N-(2-chlorobenzoyl)sulfamoyl]-5'-ethylbiphenyl-4-yl]methyl]-2-(2-chloro-5-nitrophenyl)-2,4-dihydro-3H-1,2,4-triazol-3-one). Isolated yield 80.0%. As a reaction SMILES: [CH2:1]([C:5]1[N:6]([CH2:21][C:22]2[CH:27]=[CH:26][C:25]([C:28]3[CH:33]=[C:32]([CH2:34][CH3:35])[CH:31]=[CH:30][C:29]=3[S:36](=[O:39])(=[O:38])[NH2:37])=[CH:24][CH:23]=2)[C:7](=[O:20])[N:8]([C:10]2[CH:15]=[C:14]([N+:16]([O-:18])=[O:17])[CH:13]=[CH:12][C:11]=2[Cl:19])[N:9]=1)[CH2:2][CH2:3][CH3:4].[Cl:40][C:41]1[CH:49]=[CH:48][CH:47]=[CH:46][C:42]=1[C:43](O)=[O:44].C1N=CN(C(N2C=NC=C2)=O)C=1.C1CCN2C(=NCCC2)CC1>>[CH2:1]([C:5]1[N:6]([CH2:21][C:22]2[CH:23]=[CH:24][C:25]([C:28]3[CH:33]=[C:32]([CH2:34][CH3:35])[CH:31]=[CH:30][C:29]=3[S:36](=[O:39])(=[O:38])[NH:37][C:43](=[O:44])[C:42]3[CH:46]=[CH:47][CH:48]=[CH:49][C:41]=3[Cl:40])=[CH:26][CH:27]=2)[C:7](=[O:20])[N:8]([C:10]2[CH:15]=[C:14]([N+:16]([O-:18])=[O:17])[CH:13]=[CH:12][C:11]=2[Cl:19])[N:9]=1)[CH2:2][CH2:3][CH3:4]. Procedure details: The reaction of 5-n-butyl-2-[2-chloro-5-nitrophenyl]-2,4-dihydro-4-[(2'-sulfamoyl-5'-ethylbiphenyl-4-yl)methyl]-3H-1,2,4-triazol-3-one (from Step B) with 2-chlorobenzoic acid (3 equivalents), CDI (3 equiv), and DBU (3 equiv) was carried out according to the procedure of Example 51 to give an 80% yield of the title compound as a yellow solid; minor impurity by TLC in 95:5 CH2Cl2 --MeOH but suitable for use without further purification; mass spectrum (FAB) m/e 708 (M+1)+.